Dataset: the Open Reaction Database (ORD), a public repository of structured organic reaction records. Task: describe an organic reaction: reactants, conditions, products, and yield Starting materials: O=C([O-])O, C1CCOC1, COCCOCCn1ccnc1, [Na+], CN(C)C=O. Product: COCCOCCn1ccnc1C=O. As a reaction SMILES: [C:18](=[O:19])([OH:20])[O-:21].[CH2:23]1[O:24][CH2:25][CH2:26][CH2:27]1.[CH3:1][O:2][CH2:3][CH2:4][O:5][CH2:6][CH2:7][n:8]1[cH:9][n:10][cH:11][cH:12]1.[Na+:22].[O:13]=[CH:14][N:15]([CH3:16])[CH3:17]>>[CH3:1][O:2][CH2:3][CH2:4][O:5][CH2:6][CH2:7][n:8]1[c:9]([CH:14]=[O:13])[n:10][cH:11][cH:12]1.